This data is from the Open Reaction Database (ORD), a public repository of structured organic reaction records. The task is: describe an organic reaction: reactants, conditions, products, and yield Reactants: ClCCl, COc1ccccc1, COC(=O)C(N)Cc1c[nH]c2ccccc12, CCOC(C)=O, Cl, O=S(=O)(Cl)Cl. Product: COC(=O)C(Cc1c[nH]c2ccccc12)NS(=O)(=O)c1ccc(OC)cc1. RXN SMILES: [CH2:31]([Cl:32])[Cl:33].[CH3:23][O:24][c:25]1[cH:26][cH:27][cH:28][cH:29][cH:30]1.[CH3:2][O:3][C:4]([CH:5]([NH2:6])[CH2:7][c:8]1[cH:9][nH:10][c:11]2[cH:12][cH:13][cH:14][cH:15][c:16]12)=[O:17].[CH3:34][CH2:35][O:36][C:37](=[O:38])[CH3:39].[ClH:1].[S:18](=[O:19])(=[O:20])([Cl:21])[Cl:22]>>[CH3:2][O:3][C:4]([CH:5]([NH:6][S:18](=[O:19])(=[O:20])[c:28]1[cH:27][cH:26][c:25]([O:24][CH3:23])[cH:30][cH:29]1)[CH2:7][c:8]1[cH:9][nH:10][c:11]2[cH:12][cH:13][cH:14][cH:15][c:16]12)=[O:17]. Starting materials: NC=1C=C(C(=NC1N)C(=O)OCC)C(=O)OCC (Diethyl 5,6-diamino-2,3-pyridinedicarboxylate), ice water, [OH-].[NH4+] (ammonium hydroxide), C(C)C(C([O-])([O-])[O-])(CC)CC (Triethylorthoacetate). Solvent: C(C)(=O)O (acetic acid). The product is CC1=NC=2C(NC(=C(C2)C(=O)OCC)C(=O)OCC)=N1 (Diethyl 2-methyl-imidazo[4,5-b]pyridine-5,6-dicarboxylate). RXN SMILES: [NH2:1][C:2]1[CH:3]=[C:4]([C:14]([O:16][CH2:17][CH3:18])=[O:15])[C:5]([C:9]([O:11][CH2:12][CH3:13])=[O:10])=[N:6][C:7]=1[NH2:8].[CH2:19](C(CC)(CC)C([O-])([O-])[O-])[CH3:20].[OH-].[NH4+]>C(O)(=O)C>[CH3:19][C:20]1[N:8]=[C:7]2[NH:6][C:5]([C:9]([O:11][CH2:12][CH3:13])=[O:10])=[C:4]([C:14]([O:16][CH2:17][CH3:18])=[O:15])[CH:3]=[C:2]2[N:1]=1 |f:2.3|. Procedure: Diethyl 5,6-diamino-2,3-pyridinedicarboxylate (10.38 g, 0.041 mol) is stirred under an N2 atmosphere in 100 mL glacial acetic acid, to give a clear orange solution. Triethylorthoacetate (TEOA), (0.19 mol) is then added and the mixture is heated to reflux for 15 hours. The cooled solution is poured into ice water and neutralized with ammonium hydroxide. The solution is extracted with ethyl acetate, the combined organic layers washed with brine, dried over Na2SO4, filtered and concentrated to an o... Starting materials: C(C1=CC=CC=C1)OCC(CN)O (3-benzyloxy-2-hydroxypropylamine), crude product, O=C(COC1=CC=C(CC2C(NC(S2)=O)=O)C=C1)C (5-[4-(2-oxopropoxy)benzyl]thiazolidine-2,4-dione), C(#N)[BH3-].[Na+] (sodium cyanoborohydride). The solvent is CO (methanol). Product: C(C1=CC=CC=C1)OCC(CNC(COC1=CC=C(CC2C(NC(S2)=O)=O)C=C1)C)O (5-{4-[2-(3-Benzyloxy-2-hydroxypropylamino)propoxy]benzyl}thiazolidine-2,4-dione). Yield: 11.7%. As a reaction SMILES: [CH2:1]([O:8][CH2:9][CH:10]([OH:13])[CH2:11][NH2:12])[C:2]1[CH:7]=[CH:6][CH:5]=[CH:4][CH:3]=1.O=[C:15]([CH3:32])[CH2:16][O:17][C:18]1[CH:31]=[CH:30][C:21]([CH2:22][CH:23]2[S:27][C:26](=[O:28])[NH:25][C:24]2=[O:29])=[CH:20][CH:19]=1.C([BH3-])#N.[Na+]>CO>[CH2:1]([O:8][CH2:9][CH:10]([OH:13])[CH2:11][NH:12][CH:15]([CH3:32])[CH2:16][O:17][C:18]1[CH:19]=[CH:20][C:21]([CH2:22][CH:23]2[S:27][C:26](=[O:28])[NH:25][C:24]2=[O:29])=[CH:30][CH:31]=1)[C:2]1[CH:7]=[CH:6][CH:5]=[CH:4][CH:3]=1 |f:2.3|. Reported procedure: A procedure similar to that described in Example 2 was repeated, except that 545 mg of 3-benzyloxy-2-hydroxypropylamine (prepared as described in Preparation 48), 700 mg of 5-[4-(2-oxopropoxy)benzyl]thiazolidine-2,4-dione, 470 mg of sodium cyanoborohydride and 60 ml of anhydrous methanol were used. The resulting crude product was applied to a silica gel chromatography column, and eluted using a gradient elution method, with mixtures of ethyl acetate and ethanol in ratios ranging from 10:1 to 5:1... Starting materials: [Cl-].[NH4+] (ammonium chloride), II (iodine), [OH-].[K+] (potassium hydroxide), ClC1=C(C=C2C=NNC2=C1)C1=CC=C(C=C1)N1CCOCC1 (6-chloro-5-[4-(morpholin-4-yl)phenyl]-1H-indazole), II (iodine), [OH-].[K+] (potassium hydroxide). Run in C(C)(=O)OCC (ethyl acetate), CN(C=O)C (N,N-dimethylformamide). Reaction conditions: time 3 hour. The product is ClC1=C(C=C2C(=NNC2=C1)I)C1=CC=C(C=C1)N1CCOCC1 (6-Chloro-3-iodo-5-[4-(morpholin-4-yl)phenyl]-1H-indazole). The yield is 85.7%. Reaction SMILES: [Cl:1][C:2]1[CH:10]=[C:9]2[C:5]([CH:6]=[N:7][NH:8]2)=[CH:4][C:3]=1[C:11]1[CH:16]=[CH:15][C:14]([N:17]2[CH2:22][CH2:21][O:20][CH2:19][CH2:18]2)=[CH:13][CH:12]=1.[I:23]I.[OH-].[K+].[Cl-].[NH4+]>C(OCC)(=O)C.CN(C)C=O>[Cl:1][C:2]1[CH:10]=[C:9]2[C:5]([C:6]([I:23])=[N:7][NH:8]2)=[CH:4][C:3]=1[C:11]1[CH:16]=[CH:15][C:14]([N:17]2[CH2:18][CH2:19][O:20][CH2:21][CH2:22]2)=[CH:13][CH:12]=1 |f:2.3,4.5|. Procedure: A solution of 6-chloro-5-[4-(morpholin-4-yl)phenyl]-1H-indazole (72 mg, 0.23 mmol) and N,N-dimethylformamide (3 mL) was treated with iodine (91 mg, 0.36 mmol) and freshly ground potassium hydroxide (16 mg, 0.26 mmol). The reaction mixture was stirred at room temperature for three hours, then treated with additional iodine (50 mg) and potassium hydroxide (20 mg) and heated to 40° C. for 20 minutes. The reaction mixture was poured into ethyl acetate and saturated aqueous ammonium chloride. The lay... Reactants: [BH4-].[Na+] (Sodium borohydride), NC(=O)NC=1NC(=C(C1C(=O)N)C=O)C1=CC(=CC=C1)Cl (2-aminocarbonylamino-5-(3-chlorophenyl)-4-formylpyrrole-3-carboxamide), O1C(CCC1)CO (tetrahydrofuran methanol). Solvent: [Cl-].[NH4+] (ammonium chloride). The product is NC(=O)NC=1NC(=C(C1C(=O)N)CO)C1=CC(=CC=C1)Cl (2-Aminocarbonylamino-5-(3-chlorophenyl)-4-(hydroxymethyl)pyrrole-3-carboxamide). Yield: 37.0%. RXN SMILES: [BH4-].[Na+].[NH2:3][C:4]([NH:6][C:7]1[NH:8][C:9]([C:17]2[CH:22]=[CH:21][CH:20]=[C:19]([Cl:23])[CH:18]=2)=[C:10]([CH:15]=[O:16])[C:11]=1[C:12]([NH2:14])=[O:13])=[O:5].O1CCCC1CO>[Cl-].[NH4+]>[NH2:3][C:4]([NH:6][C:7]1[NH:8][C:9]([C:17]2[CH:22]=[CH:21][CH:20]=[C:19]([Cl:23])[CH:18]=2)=[C:10]([CH2:15][OH:16])[C:11]=1[C:12]([NH2:14])=[O:13])=[O:5] |f:0.1,4.5|. Reported procedure: Sodium borohydride (18 mg, 0.48 mmol) was added to a solution of 2-aminocarbonylamino-5-(3-chlorophenyl)-4-formylpyrrole-3-carboxamide (Compound No. 17-1, 50 mg, 0.16 mmol) in the mixed solvent (tetrahydrofuran methanol=2:1, 1.5 mL) and the mixture was stirred at room temperature for 4 hours. Saturated aqueous ammonium chloride solution (50 mL) was added to the reaction solution, extracted with ethyl acetate (50 mL). The organic layer was dried over anhydrous magnesium sulfate, and the solvent w... The reactants are [Al+3], BrBr, COC(=O)c1ccc(C)o1, ClC(Cl)Cl, [Cl-], [Cl-], [Cl-], O. The product is COC(=O)c1cc(Br)c(C)o1. RXN SMILES: [Al+3:12].[Br:15][Br:16].[CH3:1][c:2]1[cH:3][cH:4][c:5]([C:7](=[O:8])[O:9][CH3:10])[o:6]1.[CH:18]([Cl:19])([Cl:20])[Cl:21].[Cl-:11].[Cl-:13].[Cl-:14].[OH2:17]>>[CH3:1][c:2]1[c:3]([Br:15])[cH:4][c:5]([C:7](=[O:8])[O:9][CH3:10])[o:6]1. Reactants: FC1=C(C=CC=C1)C1=NOC(=C1C(=O)O)C (3-(2-fluorophenyl)-5-methylisoxazol-4-carboxylic acid), N1(CCNCC1)C1=CC=C(C=C1)O (4-(piperazine-1-yl)phenol), Cl.C(C)N=C=NCCCN(C)C (1-ethyl-3-(dimethylaminopropyl)carbodiimide hydrochloride), OC1=CC=CC=2NN=NC21 (hydroxybenzotriazole). Yields the product FC1=C(C=CC=C1)C1=NOC(=C1C(=O)N1CCN(CC1)C1=CC=C(C=C1)O)C ((3-(2-fluorophenyl)-5-methylisoxazol-4-yl)(4-(4-hydroxyphenyl)piperazine-1-yl)methanone). Yield: 77.2%. RXN SMILES: [F:1][C:2]1[CH:7]=[CH:6][CH:5]=[CH:4][C:3]=1[C:8]1[C:12]([C:13]([OH:15])=O)=[C:11]([CH3:16])[O:10][N:9]=1.Cl.C(N=C=NCCCN(C)C)C.OC1C2N=NNC=2C=CC=1.[N:39]1([C:45]2[CH:50]=[CH:49][C:48]([OH:51])=[CH:47][CH:46]=2)[CH2:44][CH2:43][NH:42][CH2:41][CH2:40]1>>[F:1][C:2]1[CH:7]=[CH:6][CH:5]=[CH:4][C:3]=1[C:8]1[C:12]([C:13]([N:42]2[CH2:41][CH2:40][N:39]([C:45]3[CH:46]=[CH:47][C:48]([OH:51])=[CH:49][CH:50]=3)[CH2:44][CH2:43]2)=[O:15])=[C:11]([CH3:16])[O:10][N:9]=1 |f:1.2|. Reported procedure: In a similar manner as described in Example 1, by using dimethylformimide (15 mL), 3-(2-fluorophenyl)-5-methylisoxazol-4-carboxylic acid (407 mg, 1.84 mmol), 1-ethyl-3-(dimethylaminopropyl)carbodiimide hydrochloride (388 mg, 2.02 mmol), hydroxybenzotriazole (299 mg, 2.21 mmol) and 4-(piperazine-1-yl)phenol (424 mg, 1.84 mmol), a white solid required compound (542 mg, 1.42 mmol, 77%) was obtained. Reactants: NC1=CC=C(C=C1)C=1C(=CC(NN1)=O)C (6-(4-aminophenyl)-5-methyl-2H-pyridazin-3-one), N(N)C1=CC=C(C=C1)C=1C(CC(NN1)=O)C (6-(4-hydrazinophenyl)-5-methyl-4,5-dihydro-2H-pyridazin-3-one). The product is N(N)C1=CC=C(C=C1)C=1C(=CC(NN1)=O)C (6-(4-hydrazinophenyl)-5-methyl-2H-pyridazin-3-one). As a reaction SMILES: NC1C=CC(C2C(C)=CC(=O)NN=2)=CC=1.[NH:16]([C:18]1[CH:23]=[CH:22][C:21]([C:24]2[CH:25]([CH3:31])[CH2:26][C:27](=[O:30])[NH:28][N:29]=2)=[CH:20][CH:19]=1)[NH2:17]>>[NH:16]([C:18]1[CH:19]=[CH:20][C:21]([C:24]2[C:25]([CH3:31])=[CH:26][C:27](=[O:30])[NH:28][N:29]=2)=[CH:22][CH:23]=1)[NH2:17]. Procedure details: The title compound was prepared from 6-(4-aminophenyl)-5-methyl-2H-pyridazin-3-one similarly as 6-(4-hydrazinophenyl)-5-methyl-4,5-dihydro-2H-pyridazin-3-one. The reactants are ClC=1C=NC=2NC=3C=C(C=C(OCCSC4=CC=CC(NC1N2)=C4)C3)C(=O)OC (methyl 6-chloro-17-oxa-14-thia-2,4,8,24-tetraazatetracyclo[16.3.1.1(3,7).1(9,13)]tetracosa-1(22),3(24),4,6,9(23),10,12,18,20-nonaene-20-carboxylate), [OH-].[Na+] (sodium hydroxide). The solvent is CO (methanol), O1CCCC1 (tetrahydrofuran). Conditions: temperature 60 celsius. Product: ClC=1C=NC=2NC=3C=C(C=C(OCCSC4=CC=CC(NC1N2)=C4)C3)C(=O)O (6-Chloro-17-oxa-14-thia-2,4,8,24-tetraazatetracyclo[16.3.1.1(3,7).1(9,13)]tetracosa-1(22),3(24),4,6,9(23),10,12,18,20-nonaene-20-carboxylic acid). The yield is 92.0%. Reaction SMILES: [Cl:1][C:2]1[CH:3]=[N:4][C:5]2[NH:6][C:7]3[CH:8]=[C:9]([C:26]([O:28]C)=[O:27])[CH:10]=[C:11]([CH:25]=3)[O:12][CH2:13][CH2:14][S:15][C:16]3[CH:24]=[C:20]([NH:21][C:22]=1[N:23]=2)[CH:19]=[CH:18][CH:17]=3.[OH-].[Na+]>CO.O1CCCC1>[Cl:1][C:2]1[CH:3]=[N:4][C:5]2[NH:6][C:7]3[CH:8]=[C:9]([C:26]([OH:28])=[O:27])[CH:10]=[C:11]([CH:25]=3)[O:12][CH2:13][CH2:14][S:15][C:16]3[CH:24]=[C:20]([NH:21][C:22]=1[N:23]=2)[CH:19]=[CH:18][CH:17]=3 |f:1.2|. Reported procedure: A solution of methyl 6-chloro-17-oxa-14-thia-2,4,8,24-tetraazatetracyclo[16.3.1.1(3,7).1(9,13)]tetracosa-1(22),3(24),4,6,9(23),10,12,18,20-nonaene-20-carboxylate (450 mg, 1.1 mmol) in methanol (2.3 mL) and tetrahydrofuran (4.5 mL) was treated with 1 M sodium hydroxide (2.1 mL, 2.1 mmol) dropwise and heated at 60° C. for 16 h. The reaction mixture was cooled to 0° C. and quenched with 1 M HCl (3.2 mL). The resultant suspension was diluted with a small amount of water, filtered, and washed with co...